From a dataset of the Open Reaction Database (ORD), a public repository of structured organic reaction records. describe an organic reaction: reactants, conditions, products, and yield Starting materials: BrC1=NC(=CC=C1)Br (2,6-dibromopyridine), ClCCl (dichloromethane), [Br-].C1(CCC1)[Zn+] (cyclobutyl zinc bromide). The reagents and catalysts are [Cu](I)I (copper iodide), C1=CC=C(C=C1)P([C-]2C=CC=C2)C3=CC=CC=C3.C1=CC=C(C=C1)P([C-]2C=CC=C2)C3=CC=CC=C3.Cl[Pd]Cl.[Fe+2] (PdCl2(dppf)). The solvent is C1CCOC1 (THF). Run at time 2 hour. The product is BrC1=NC(=CC=C1)C1CCC1 (2-bromo-6-cyclobutylpyridine). The yield is 54.9%. RXN SMILES: Br[C:2]1[CH:7]=[CH:6][CH:5]=[C:4]([Br:8])[N:3]=1.ClCCl.[Br-].[CH:13]1([Zn+])[CH2:16][CH2:15][CH2:14]1>[Cu](I)I.C1C=CC(P(C2C=CC=CC=2)[C-]2C=CC=C2)=CC=1.C1C=CC(P(C2C=CC=CC=2)[C-]2C=CC=C2)=CC=1.Cl[Pd]Cl.[Fe+2].C1COCC1>[Br:8][C:4]1[CH:5]=[CH:6][CH:7]=[C:2]([CH:13]2[CH2:16][CH2:15][CH2:14]2)[N:3]=1 |f:2.3,5.6.7.8|. Procedure details: A round bottom flask was charged with dry THF (50 mL), 2,6-dibromopyridine (3.00 g, 12.7 mmol), copper iodide (0.555 g, 2.91 mmol) and PdCl2(dppf):dichloromethane adduct (1.09 g, 1.33 mmol). The mixture was purged with argon for 10 minutes, and then cyclobutyl zinc bromide (0.5 M in THF, 30.4 mL, 15.2 mmol) was added and the mixture stirred at ambient temperature for 2 hours. The mixture was quenched with saturated ammonium chloride solution and extracted with EtOAc. The combined organic extract...